This data is from the Open Reaction Database (ORD), a public repository of structured organic reaction records. The task is: describe an organic reaction: reactants, conditions, products, and yield Reactants: OC(CCCCCCCCCCBr)C1CCCCO1, CCBr, C1CCOC1, CCC(C(=O)c1ccc(OC)cc1)c1ccc(OC)cc1, CC(C)[N-]C(C)C, Cl, [Li+], [Mg], COc1ccc(CC(=O)c2ccc(OC)cc2)cc1. Product: CCC(c1ccc(OC)cc1)C(O)(CCCCCCCCCCC(O)C1CCCCO1)c1ccc(OC)cc1. As a reaction SMILES: [Br:52][CH2:53][CH2:54][CH2:55][CH2:56][CH2:57][CH2:58][CH2:59][CH2:60][CH2:61][CH2:62][CH:63]([OH:64])[CH:65]1[O:66][CH2:67][CH2:68][CH2:69][CH2:70]1.[CH2:41]([Br:42])[CH3:43].[CH2:73]1[O:74][CH2:75][CH2:76][CH2:77]1.[CH3:1][O:2][c:3]1[cH:4][cH:5][c:6]([C:9]([CH:10]([c:11]2[cH:12][cH:13][c:14]([O:17][CH3:18])[cH:15][cH:16]2)[CH2:19][CH3:20])=[O:21])[cH:7][cH:8]1.[CH3:45][CH:46]([N-:47][CH:48]([CH3:49])[CH3:50])[CH3:51].[ClH:72].[Li+:44].[Mg:71].[c:22]1([C:23]([CH2:24][c:25]2[cH:26][cH:27][c:28]([O:29][CH3:30])[cH:31][cH:32]2)=[O:33])[cH:34][cH:35][c:36]([O:37][CH3:38])[cH:39][cH:40]1>>[CH3:1][O:2][c:3]1[cH:4][cH:5][c:6]([C:9]([CH:10]([c:11]2[cH:12][cH:13][c:14]([O:17][CH3:18])[cH:15][cH:16]2)[CH2:19][CH3:20])([OH:21])[CH2:53][CH2:54][CH2:55][CH2:56][CH2:57][CH2:58][CH2:59][CH2:60][CH2:61][CH2:62][CH:63]([OH:64])[CH:65]2[O:66][CH2:67][CH2:68][CH2:69][CH2:70]2)[cH:7][cH:8]1. Reactants: C[C@@H]1CN(CCN1C=1C2=C(C(=NN1)C1=CC=CC=C1)C=CC=N2)C(=O)OC(C)(C)C ((R)-tert-butyl 3-methyl-4-(5-phenylpyrido[3,2-d]pyridazin-8-yl)piperazine-1-carboxylate), FC(C(=O)O)(F)F (trifluoroacetic acid). The product is C[C@H]1N(CCNC1)C=1C2=C(C(=NN1)C1=CC=CC=C1)C=CC=N2 ((R)-8-(2-methylpiperazin-1-yl)-5-phenylpyrido[3,2-d]pyridazine). Isolated yield 98.1%. RXN SMILES: [CH3:1][C@H:2]1[N:7]([C:8]2[C:9]3[N:23]=[CH:22][CH:21]=[CH:20][C:10]=3[C:11]([C:14]3[CH:19]=[CH:18][CH:17]=[CH:16][CH:15]=3)=[N:12][N:13]=2)[CH2:6][CH2:5][N:4](C(OC(C)(C)C)=O)[CH2:3]1.FC(F)(F)C(O)=O>>[CH3:1][C@@H:2]1[CH2:3][NH:4][CH2:5][CH2:6][N:7]1[C:8]1[C:9]2[N:23]=[CH:22][CH:21]=[CH:20][C:10]=2[C:11]([C:14]2[CH:19]=[CH:18][CH:17]=[CH:16][CH:15]=2)=[N:12][N:13]=1. Procedure details: Using methods described in Example 6, and starting with (R)-tert-butyl 3-methyl-4-(5-phenylpyrido[3,2-d]pyridazin-8-yl)piperazine-1-carboxylate 74 (325 mg, 801 μmol) and trifluoroacetic acid (3.09 ml, 40.1 mmol), yielded (R)-8-(2-methylpiperazin-1-yl)-5-phenylpyrido[3,2-d]pyridazine 75 (240 mg, 98.1% yield). 1H-NMR (400 MHz, CDCl3): δ 9.07 (dd, J=4.3, 2.0 Hz, 1H), 8.31 (dd, J=8.6, 2.0 Hz, 1H), 7.72 (m, 2H), 7.64 (dd, J=8.6, 4.3 Hz, 1H), 7.52 (m, 3H), 5.38 (m, 1H), 4.60 (dt, J=13.3, 2.3 Hz, 1H), ... Reactants: 5.7, C(C)(C)(C)S(=O)(=O)C[C@H](C(=O)O)CC1=CC=CC=C1 ((S)-α-[(tert-butylsulphonyl)methyl)hydrocinnamic acid), Cl.Cl.COC([C@@H](N)CC1=CNC=N1)=O (L-histidine methyl ester dihydrochloride), C(C)N1CCOCC1 (N-ethylmorpholine), C=1C=CC2=C(C1)N=NN2O (HOBT), C(CCl)Cl (EDC). The solvent is CN(C=O)C (dimethylformamide). Conditions: time 8 hour. Yields the product C(C)(C)(C)S(=O)(=O)C[C@H](C(=O)N[C@H](C(=O)OC)CC=1NC=CN1)CC1=CC=CC=C1 (methyl (S)-α-[(S)-α-[(tert-butylsulphonyl)methyl]hydrocinnamamido]imidazolpropionate). As a reaction SMILES: [C:1]([S:5]([CH2:8][C@@H:9]([CH2:13][C:14]1[CH:19]=[CH:18][CH:17]=[CH:16][CH:15]=1)[C:10]([OH:12])=O)(=[O:7])=[O:6])([CH3:4])([CH3:3])[CH3:2].Cl.Cl.[CH3:22][O:23][C:24](=[O:33])[C@H:25]([CH2:27][C:28]1[N:32]=CNC=1)[NH2:26].C([N:36]1CCOCC1)C.C1C=CC2N(O)N=NC=2C=1.[CH2:52](Cl)[CH2:53]Cl>CN(C)C=O>[C:1]([S:5]([CH2:8][C@@H:9]([CH2:13][C:14]1[CH:19]=[CH:18][CH:17]=[CH:16][CH:15]=1)[C:10]([NH:26][C@@H:25]([CH2:27][C:28]1[NH:32][CH:52]=[CH:53][N:36]=1)[C:24]([O:23][CH3:22])=[O:33])=[O:12])(=[O:6])=[O:7])([CH3:2])([CH3:3])[CH3:4] |f:1.2.3|. Procedure: A mixture of 5.7 (20 mmol) of (S)-α-[(tert-butylsulphonyl)methyl)hydrocinnamic acid (EPA 0236734) 4.85 g (20 mmol) of L-histidine methyl ester dihydrochloride, 10.3 ml (81.7 mmol) of N-ethylmorpholine and 2.98 g (20 mmol) of HOBT in 85 ml of dimethylformamide is treated portionwise at 0°-2° under argon with 4.23 g (22 mmol) of EDC and subsequently stirred at room temperature overnight. Thereafter, the solvent is evaporated in a high vacuum, the residue is taken up in 100 ml of ethyl acetate and ...